Dataset: the Open Reaction Database (ORD), a public repository of structured organic reaction records. Task: describe an organic reaction: reactants, conditions, products, and yield The reactants are [H-].[Na+] (sodium hydride), BrCC(=O)OCC (ethyl bromoacetate), O (Water), C1=CC=CC=2OC3=CC=CC=C3NC12 (phenoxazine), ice. The solvent is CN(C=O)C (dimethyl formamide), CN(C=O)C (dimethyl formamide). Reaction conditions: temperature 80 celsius, time 2 hour. The product is C(C)OC(CN1C2=CC=CC=C2OC=2C=CC=CC12)=O (Ethyl-2-(10H-phenoxazin-10-yl)acetate). Yield: 38.8%. Reaction SMILES: [CH:1]1[C:14]2[NH:13][C:12]3[C:7](=[CH:8][CH:9]=[CH:10][CH:11]=3)[O:6][C:5]=2[CH:4]=[CH:3][CH:2]=1.[H-].[Na+].Br[CH2:18][C:19]([O:21][CH2:22][CH3:23])=[O:20].O>CN(C)C=O>[CH2:22]([O:21][C:19](=[O:20])[CH2:18][N:13]1[C:14]2[CH:1]=[CH:2][CH:3]=[CH:4][C:5]=2[O:6][C:7]2[C:12]1=[CH:11][CH:10]=[CH:9][CH:8]=2)[CH3:23] |f:1.2|. Reported procedure: A solution of phenoxazine (10 g, 54.6 mmol) in dry dimethyl formamide (15 ml) was added slowly to a stirred ice cooled suspension of sodium hydride (60% dispersion in oil) (2.88 g, 60.1 mmol) in dimethyl formamide (10 ml), under an atmosphere of nitrogen. The mixture was stirred at 80° C. for 2 h and cooled to 0° C. and ethyl bromoacetate (12.78 g, 76.50 mmol) was added dropwise and stirring was continued for 12 h at 25° C. (TLC monitored). Water (50 ml) was added and the aqueous phase extracted... Reactants: COc1cc2c(Oc3ccc4[nH]cc(C)c4c3)ncnc2cc1OCC1CO1, CC(C)NC(C)C, CN(C)C=O. Yields the product COc1cc2c(Oc3ccc4[nH]cc(C)c4c3)ncnc2cc1OCC(O)CN(C(C)C)C(C)C. As a reaction SMILES: [CH3:1][O:2][c:3]1[cH:4][c:5]2[c:6]([O:18][c:19]3[cH:20][c:21]4[c:22]([CH3:28])[cH:23][nH:24][c:25]4[cH:26][cH:27]3)[n:7][cH:8][n:9][c:10]2[cH:11][c:12]1[O:13][CH2:14][CH:15]1[O:16][CH2:17]1.[CH:29]([CH3:30])([CH3:31])[NH:32][CH:33]([CH3:34])[CH3:35].[O:36]=[CH:37][N:38]([CH3:39])[CH3:40]>>[CH3:1][O:2][c:3]1[cH:4][c:5]2[c:6]([O:18][c:19]3[cH:20][c:21]4[c:22]([CH3:28])[cH:23][nH:24][c:25]4[cH:26][cH:27]3)[n:7][cH:8][n:9][c:10]2[cH:11][c:12]1[O:13][CH2:14][CH:15]([OH:16])[CH2:17][N:32]([CH:29]([CH3:30])[CH3:31])[CH:33]([CH3:34])[CH3:35].